From a dataset of the Open Reaction Database (ORD), a public repository of structured organic reaction records. describe an organic reaction: reactants, conditions, products, and yield The reactants are ClC=1C=C(C=C(C1OC1=NN(C(C(=C1)C(C)C)=O)CO)Cl)N1N=C(C(NC1=O)=O)C#N (2-[3,5-dichloro-4-(1-hydroxymethyl-5-isopropyl-6-oxo-1,6-dihydro-pyridazin-3-yloxy)-phenyl]-3,5-dioxo-2,3,4,5-tetrahydro-[1,2,4]triazine-6-carbonitrile), 4-N,N-dimethyaminopyridine, C(C)(C)N(C(C)C)CC (N,N-diisopropylethylamine), ClC(=O)OCC (ethyl chloroformate). Solvent: C(Cl)Cl (methylene chloride), C(Cl)Cl (methylene chloride). Run at temperature 25 celsius. Product: C(C)OC(OCN1N=C(C=C(C1=O)C(C)C)OC1=C(C=C(C=C1Cl)N1N=C(C(NC1=O)=O)C#N)Cl)=O (carbonic acid 3-[2,6-dichloro-4-(6-cyano-3,5-dioxo-4,5-dihydro-3H-[1,2,4]triazin-2-yl)-phenoxy]-5-isopropyl-6-oxo-6H-pyridazin-1-ylmethyl ester ethyl ester). Yield: 38.9%. Reaction SMILES: [Cl:1][C:2]1[CH:3]=[C:4]([N:22]2[C:27](=[O:28])[NH:26][C:25](=[O:29])[C:24]([C:30]#[N:31])=[N:23]2)[CH:5]=[C:6]([Cl:21])[C:7]=1[O:8][C:9]1[CH:14]=[C:13]([CH:15]([CH3:17])[CH3:16])[C:12](=[O:18])[N:11]([CH2:19][OH:20])[N:10]=1.C(N(CC)C(C)C)(C)C.Cl[C:42]([O:44][CH2:45][CH3:46])=[O:43]>C(Cl)Cl>[CH2:45]([O:44][C:42](=[O:43])[O:20][CH2:19][N:11]1[C:12](=[O:18])[C:13]([CH:15]([CH3:17])[CH3:16])=[CH:14][C:9]([O:8][C:7]2[C:6]([Cl:21])=[CH:5][C:4]([N:22]3[C:27](=[O:28])[NH:26][C:25](=[O:29])[C:24]([C:30]#[N:31])=[N:23]3)=[CH:3][C:2]=2[Cl:1])=[N:10]1)[CH3:46]. Procedure: A solution of 2-[3,5-dichloro-4-(1-hydroxymethyl-5-isopropyl-6-oxo-1,6-dihydro-pyridazin-3-yloxy)-phenyl]-3,5-dioxo-2,3,4,5-tetrahydro-[1,2,4]triazine-6-carbonitrile (200 mg, 0.43 mmol), 4-N,N-dimethyaminopyridine (25.3 mg, 0.21 mmol), N,N-diisopropylethylamine (0.23 mL, 1.29 mmol), in methylene chloride (3 mL) at 0° C. was treated with ethyl chloroformate (45 μL, 0.47 mmol). The reaction was stirred at allowed to gradually warm to 25° C. and was stirred at 25° C. for 48 h. At this time, the rea... Reactants: CCCCC[C@@H](/C=C/[C@H]1[C@@H](C[C@@H]([C@@H]1C/C=C\CCCC(=O)O)O)O)O (PGF2), 1,15-lactone, C[Si](C)(C)N(CC)CC (trimethylsilyldiethylamine), C(C)(=O)OCC.CCCCCC (ethyl acetate hexane), ice brine. Solvent: CC(=O)C (acetone), CCOCC (ether). Product: CCCCC[C@@H](/C=C/[C@H]1[C@@H](CC(=O)[C@@H]1C/C=C\CCCC(=O)O)O)O (PGE2α), 1,15-lactone. RXN SMILES: [CH3:1][CH2:2][CH2:3][CH2:4][CH2:5][C@H:6]([OH:25])/[CH:7]=[CH:8]/[C@@H:9]1[C@@H:13]([CH2:14]/[CH:15]=[CH:16]\[CH2:17][CH2:18][CH2:19][C:20]([OH:22])=[O:21])[C@@H:12]([OH:23])[CH2:11][C@H:10]1[OH:24].C[Si](N(CC)CC)(C)C.C(OCC)(=O)C.CCCCCC>CC(C)=O.CCOCC>[CH3:1][CH2:2][CH2:3][CH2:4][CH2:5][C@H:6]([OH:25])/[CH:7]=[CH:8]/[C@@H:9]1[C@@H:13]([CH2:14]/[CH:15]=[CH:16]\[CH2:17][CH2:18][CH2:19][C:20]([OH:22])=[O:21])[C:12](=[O:23])[CH2:11][C@H:10]1[OH:24] |f:2.3|. Procedure details: A solution of 1.07 g of PGF2=, 1,15-lactone in 45 ml of anhydrous acetone was cooled under nitrogen to between -45° and -40° and treated with 4.5 ml of trimethylsilyldiethylamine. After the addition was complete (2-3 min.), the mixture was stirred at -42° ± 2° C. for 2 hours, by which time TLC (25% ethyl acetate/hexane) showd only a trace of starting material. The reaction mixture was then cooled to -78° , diluted with 150 ml of precooled ether (-78° ) and poured into ice/brine. After extraction... Reported procedure: The title compound was prepared from 3-(4-methoxyphenyl)-8-methyl-8-azabicyclo[3.2.1]octan-3-ol (2 g, 8 mmol), glacial acetic acid (6.4 mL) and concentrated hydrochloric acid (6.4 mL). The free base of the title compound was dissolved in ethanol (96%) and added fumaric acid (0.8 g, 6.9 mmol), no precipitate appeared, the solution was concentrated to dryness, the residue was crystallised from absolute ethanol. Yield 1.1 g (40%) as white crystals m.p. 167.3-168.7° C. As a reaction SMILES: [CH3:1][O:2][C:3]1[CH:8]=[CH:7][C:6]([C:9]2(O)[CH2:15][CH:14]3[N:16]([CH3:17])[CH:11]([CH2:12][CH2:13]3)[CH2:10]2)=[CH:5][CH:4]=1.C(O)(=O)C.Cl.[C:24]([OH:31])(=[O:30])/[CH:25]=[CH:26]/[C:27]([OH:29])=[O:28]>C(O)C>[C:24]([OH:31])(=[O:30])/[CH:25]=[CH:26]/[C:27]([OH:29])=[O:28].[CH3:1][O:2][C:3]1[CH:4]=[CH:5][C:6]([C:9]2[CH2:10][CH:11]3[N:16]([CH3:17])[CH:14]([CH2:13][CH2:12]3)[CH:15]=2)=[CH:7][CH:8]=1 |f:5.6|. The product is C(\C=C\C(=O)O)(=O)O.COC1=CC=C(C=C1)C1=CC2CCC(C1)N2C ((±)-3-(4-Methoxyphenyl)-8-methyl-8-azabicyclo[3.2.1]oct-2-ene Fumarate). Reactants: COC1=CC=C(C=C1)C1(CC2CCC(C1)N2C)O (3-(4-methoxyphenyl)-8-methyl-8-azabicyclo[3.2.1]octan-3-ol), C(C)(=O)O (acetic acid), Cl (hydrochloric acid), C(\C=C\C(=O)O)(=O)O (fumaric acid). Solvent: C(C)O (ethanol). Reaction SMILES: [CH3:20][C:21]([O-:22])=[O:23].[CH3:24][OH:25].[Cl:1][c:2]1[c:3]([C:4](=[O:5])[NH:6][CH2:7][CH:8]=[O:9])[cH:10][c:11]([Cl:15])[cH:12][c:13]1[Cl:14].[ClH:16].[NH2:17][OH:18].[Na+:19]>>[Cl:1][c:2]1[c:3]([C:4](=[O:5])[NH:6][CH2:7][CH2:8][N:17]([OH:18])[CH:21]=[O:23])[cH:10][c:11]([Cl:15])[cH:12][c:13]1[Cl:14]. Product: O=CN(O)CCNC(=O)c1cc(Cl)cc(Cl)c1Cl. The reactants are CC(=O)[O-], CO, O=CCNC(=O)c1cc(Cl)cc(Cl)c1Cl, Cl, NO, [Na+]. Reactants: CS(=O)C (dimethyl sulfoxide), C(C)(C)N(C(C)C)CC (N,N-diisopropylethylamine), ClC1=C(C(=NN1C)C)S(=O)(=O)OC=1C=C(OCCCO)C=C(C1)C (3-[3-(5-chloro-1,3-dimethyl-pyrazole-4-sulfonyloxy)-5-methylphenoxy]propanol). Run in ClCCl (dichloromethane). Reaction conditions: time 60 minute. The product is ClC1=C(C(=NN1C)C)S(=O)(=O)OC=1C=C(OCCC=O)C=C(C1)C (3-[3-(5-Chloro-1,3-dimethylpyrazole-4-sulfonyloxy)-5-methylphenoxy]propionaldehyde). Yield: 30.5%. As a reaction SMILES: [Cl:1][C:2]1[N:6]([CH3:7])[N:5]=[C:4]([CH3:8])[C:3]=1[S:9]([O:12][C:13]1[CH:14]=[C:15]([CH:21]=[C:22]([CH3:24])[CH:23]=1)[O:16][CH2:17][CH2:18][CH2:19][OH:20])(=[O:11])=[O:10].CS(C)=O.C(N(CC)C(C)C)(C)C>ClCCl>[Cl:1][C:2]1[N:6]([CH3:7])[N:5]=[C:4]([CH3:8])[C:3]=1[S:9]([O:12][C:13]1[CH:14]=[C:15]([CH:21]=[C:22]([CH3:24])[CH:23]=1)[O:16][CH2:17][CH2:18][CH:19]=[O:20])(=[O:11])=[O:10]. Procedure details: To 227 mg (0.660 mmol) of 3-[3-(5-chloro-1,3-dimethyl-pyrazole-4-sulfonyloxy)-5-methylphenoxy]propanol, as prepared in the preceding step, in dichloromethane (2 mL) containing 61 μL (0.79 mmol) of anhydrous dimethyl sulfoxide and 275 μL (1.58 mmol) of N,N-diisopropylethylamine was added 124 mg (0.78 mmol) of sulfur trioxide pyridine complex. The reaction mixture was stirred at ambient temperature for 60 min and then purified by flash chromatography (dichloromethane then 20% ethyl acetate/dichlor...